This data is from the Open Reaction Database (ORD), a public repository of structured organic reaction records. The task is: describe an organic reaction: reactants, conditions, products, and yield Reactants: Fc1ccc2ncc3nc(Cc4ccccc4)[nH]c3c2c1, C1COCCO1, O=[Se]=O. The product is O=C(c1ccccc1)c1nc2cnc3ccc(F)cc3c2[nH]1. RXN SMILES: [CH2:1]([c:2]1[cH:3][cH:4][cH:5][cH:6][cH:7]1)[c:8]1[nH:9][c:10]2[c:11]([cH:12][n:13][c:14]3[cH:15][cH:16][c:17]([F:20])[cH:18][c:19]23)[n:21]1.[O:25]1[CH2:26][CH2:27][O:28][CH2:29][CH2:30]1.[Se:22](=[O:23])=[O:24]>>[C:1]([c:2]1[cH:3][cH:4][cH:5][cH:6][cH:7]1)([c:8]1[nH:9][c:10]2[c:11]([cH:12][n:13][c:14]3[cH:15][cH:16][c:17]([F:20])[cH:18][c:19]23)[n:21]1)=[O:23]. The reactants are C([O-])(O)=O.[Na+] (sodium bicarbonate), B(Cl)(Cl)Cl (boron trichloride), ClCCl (dichloromethane), FC=1C=C2C(N(C=3C=CC=CC3C2=CC1)S(=O)(=O)C1=CC(=C(C=C1)OC)C)C (8-fluoro-5-[(4-methoxy-3-methylphenyl)sulfonyl]-6-methyl-5,6-dihydrophenanthridine). Reagents/catalysts: [I-].C(CCC)[N+](CCCC)(CCCC)CCCC (tetrabutylammonium iodide). The solvent is O (water), CCOCC (ether). Conditions: time 24 hour. Yields the product FC=1C=C2C(N(C=3C=CC=CC3C2=CC1)S(=O)(=O)C1=CC(=C(C=C1)O)C)C (4-[(8-Fluoro-6-methylphenanthridin-5(6H)-yl)sulfonyl]-2-methylphenol). Isolated yield 73.0%. As a reaction SMILES: [F:1][C:2]1[CH:3]=[C:4]2[C:13](=[CH:14][CH:15]=1)[C:12]1[CH:11]=[CH:10][CH:9]=[CH:8][C:7]=1[N:6]([S:16]([C:19]1[CH:24]=[CH:23][C:22]([O:25]C)=[C:21]([CH3:27])[CH:20]=1)(=[O:18])=[O:17])[CH:5]2[CH3:28].B(Cl)(Cl)Cl.ClCCl.C(=O)(O)[O-].[Na+]>[I-].C([N+](CCCC)(CCCC)CCCC)CCC.CCOCC.O>[F:1][C:2]1[CH:3]=[C:4]2[C:13](=[CH:14][CH:15]=1)[C:12]1[CH:11]=[CH:10][CH:9]=[CH:8][C:7]=1[N:6]([S:16]([C:19]1[CH:24]=[CH:23][C:22]([OH:25])=[C:21]([CH3:27])[CH:20]=1)(=[O:18])=[O:17])[CH:5]2[CH3:28] |f:3.4,5.6|. Procedure details: A mixture of 8-fluoro-5-[(4-methoxy-3-methylphenyl)sulfonyl]-6-methyl-5,6-dihydrophenanthridine (0.30 g, 0.75 mmol) and tetrabutylammonium iodide (0.69 g, 1.9 mmol) was treated with 1 M boron trichloride in dichloromethane (1.9 mL, 1.9 mmol) at room temperature. After stirring for 24 hours at room temperature, the mixture was treated sequentially with water (20 mL), a saturated, aqueous, sodium bicarbonate solution (50 mL), and ether (20 mL). The separated aqueous phase was extracted with diethy...